Task: describe an organic reaction: reactants, conditions, products, and yield. Dataset: the Open Reaction Database (ORD), a public repository of structured organic reaction records Reactants: O=C([O-])[O-], CS(C)=O, Clc1ccccn1, [K+], [K+], O=S1(=O)CCN2C=CC=C(c3ccc(O)cc3)C2=N1. The product is O=S1(=O)CCN2C=CC=C(c3ccc(Oc4ccccn4)cc3)C2=N1. As a reaction SMILES: [C:27](=[O:28])([O-:29])[O-:30].[CH3:33][S:34]([CH3:35])=[O:36].[Cl:1][c:2]1[cH:3][cH:4][cH:5][cH:6][n:7]1.[K+:31].[K+:32].[O:8]=[S:9]1(=[O:26])[N:10]=[C:11]2[N:12]([CH2:13][CH2:14]1)[CH:15]=[CH:16][CH:17]=[C:18]2[c:19]1[cH:20][cH:21][c:22]([OH:25])[cH:23][cH:24]1>>[c:2]1([O:25][c:22]2[cH:21][cH:20][c:19]([C:18]3=[CH:17][CH:16]=[CH:15][N:12]4[C:11]3=[N:10][S:9](=[O:8])(=[O:26])[CH2:14][CH2:13]4)[cH:24][cH:23]2)[cH:3][cH:4][cH:5][cH:6][n:7]1. The reactants are ClC1=NC=C(C(=N1)Cl)F (2,4-dichloro-5-fluoropyrimidine), ClC=1C=C(N)C=CC1F (3-chloro-4-fluoroaniline). Product: ClC=1C=C(C=CC1F)NC1=NC=C(C(=N1)NC1=CC(=C(C=C1)F)Cl)F (N2,N4-bis(3-chloro-4-fluorophenyl)-5-fluoro-2,4-pyrimidinediamine). Reaction SMILES: Cl[C:2]1[N:7]=[C:6](Cl)[C:5]([F:9])=[CH:4][N:3]=1.[Cl:10][C:11]1[CH:12]=[C:13]([CH:15]=[CH:16][C:17]=1[F:18])[NH2:14]>>[Cl:10][C:11]1[CH:12]=[C:13]([NH:14][C:2]2[N:7]=[C:6]([NH:14][C:13]3[CH:15]=[CH:16][C:17]([F:18])=[C:11]([Cl:10])[CH:12]=3)[C:5]([F:9])=[CH:4][N:3]=2)[CH:15]=[CH:16][C:17]=1[F:18]. Procedure: In like manner to the preparation of N2,N4-bis(3-hydroxyphenyl)-5-fluoro-2,4-pyrimidinediamine, 2,4-dichloro-5-fluoropyrimidine and 3-chloro-4-fluoroaniline were reacted to yield N2,N4-bis(3-chloro-4-fluorophenyl)-5-fluoro-2,4-pyrimidinediamine. 1H NMR (CDCl3+CD3OD)): δ 7.81 (d, 1H), 7.60 (m, 1H), 7.58 (m, 1H), 7.38 (m, 1H), 7.19 (m, 1H), 7.0 (m, 2H); LCMS: ret. time: 28.98 min.; purity: 97%; MS (m/e): 385:(M+).